Dataset: the Open Reaction Database (ORD), a public repository of structured organic reaction records. Task: describe an organic reaction: reactants, conditions, products, and yield The reactants are FC=1C=C(COC2=NC(=C(C(=N2)S(=O)(=O)C)C2=CC=C(C=C2)Cl)C2=C(C=C(C=C2)Cl)Cl)C=CC1F (2-(3,4-Difluorobenzyloxy)-4-(methylsulfonyl)-5-(4-chlorophenyl)-6-(2,4-dichlorophenyl)-pyrimidine), N1CCCC1 (pyrrolidine). Yields the product FC=1C=C(COC2=NC(=C(C(=N2)N2CCCC2)C2=CC=C(C=C2)Cl)C2=C(C=C(C=C2)Cl)Cl)C=CC1F (2-(3,4-Difluorobenzyloxy)-4-pyrrolidinyl-5-(4-chlorophenyl)-6-(2,4-dichlorophenyl)pyrimidine). Reaction SMILES: [F:1][C:2]1[CH:3]=[C:4]([CH:32]=[CH:33][C:34]=1[F:35])[CH2:5][O:6][C:7]1[N:12]=[C:11](S(C)(=O)=O)[C:10]([C:17]2[CH:22]=[CH:21][C:20]([Cl:23])=[CH:19][CH:18]=2)=[C:9]([C:24]2[CH:29]=[CH:28][C:27]([Cl:30])=[CH:26][C:25]=2[Cl:31])[N:8]=1.[NH:36]1[CH2:40][CH2:39][CH2:38][CH2:37]1>>[F:1][C:2]1[CH:3]=[C:4]([CH:32]=[CH:33][C:34]=1[F:35])[CH2:5][O:6][C:7]1[N:12]=[C:11]([N:36]2[CH2:40][CH2:39][CH2:38][CH2:37]2)[C:10]([C:17]2[CH:22]=[CH:21][C:20]([Cl:23])=[CH:19][CH:18]=2)=[C:9]([C:24]2[CH:29]=[CH:28][C:27]([Cl:30])=[CH:26][C:25]=2[Cl:31])[N:8]=1. Procedure details: 2-(3,4-Difluorobenzyloxy)-4-(methylsulfonyl)-5-(4-chlorophenyl)-6-(2,4-dichlorophenyl)-pyrimidine (Reference Example 7) (30 mg, 0.05 mmol) was reacted with pyrrolidine (37.7 mg, 0.53 mmol) by the same general procedure described in Example 103 to afford the title compound after flash column chromatography on silica gel (eluted with 90/10 hexanes/ethyl acetate): HPLC/MS: m/e=546 (M++1); Rt=3.70 min. 1H-NMR 400 MHz (CDCl3): δ 1.75-1.80 (br, 4H), 3.10-3.20 (br, 4H), 5.32-5.42 (m, 2H), 6.95 (d, J=9 ... Starting materials: COC=1C=C(C=CC1OC)NC=1C2=C(N=C(N1)N1CCC(CC1)C(=O)O)SC=N2 (1-(7-(3,4-dimethoxyphenylamino)thiazolo[5,4-d]pyrimidin-5-yl)piperidine-4-carboxylic acid), Br.NCCC1=CC(NC=C1)=O (4-(2-aminoethyl)pyridin-2(1H)-one hydrobromide), C(CCl)Cl (EDC), CN1C=NC=C1 (1-methyl-1H-imidazole). Solvent: C(Cl)Cl (DCM). Run at time 8 hour. Yields the product COC=1C=C(C=CC1OC)NC=1C2=C(N=C(N1)N1CCC(CC1)C(=O)NCCC1=CC(NC=C1)=O)SC=N2 (1-(7-(3,4-dimethoxyphenylamino)thiazolo[5,4-d]pyrimidin-5-yl)-N-(2-(2-oxo-1,2-dihydropyridin-4-yl)ethyl)piperidine-4-carboxamide). The yield is 21.2%. RXN SMILES: [CH3:1][O:2][C:3]1[CH:4]=[C:5]([NH:11][C:12]2[C:13]3[N:29]=[CH:28][S:27][C:14]=3[N:15]=[C:16]([N:18]3[CH2:23][CH2:22][CH:21]([C:24]([OH:26])=O)[CH2:20][CH2:19]3)[N:17]=2)[CH:6]=[CH:7][C:8]=1[O:9][CH3:10].Br.[NH2:31][CH2:32][CH2:33][C:34]1[CH:39]=[CH:38][NH:37][C:36](=[O:40])[CH:35]=1.C(Cl)CCl.CN1C=CN=C1>C(Cl)Cl>[CH3:1][O:2][C:3]1[CH:4]=[C:5]([NH:11][C:12]2[C:13]3[N:29]=[CH:28][S:27][C:14]=3[N:15]=[C:16]([N:18]3[CH2:19][CH2:20][CH:21]([C:24]([NH:31][CH2:32][CH2:33][C:34]4[CH:39]=[CH:38][NH:37][C:36](=[O:40])[CH:35]=4)=[O:26])[CH2:22][CH2:23]3)[N:17]=2)[CH:6]=[CH:7][C:8]=1[O:9][CH3:10] |f:1.2|. Reported procedure: The mixture of 1-(7-(3,4-dimethoxyphenylamino)thiazolo[5,4-d]pyrimidin-5-yl)piperidine-4-carboxylic acid (70 mg, 0.22 mmol), 4-(2-aminoethyl)pyridin-2(1H)-one hydrobromide (70 mg, 0.32 mmol), EDC (170 mg, 0.89 mmol) and 1-methyl-1H-imidazole (108 mg, 1.32 mmol) in 20 mL of DCM was stirred at room temperature overnight. Excess of DCM was removed under reduced pressure and the residue was triturated with H2O (30 mL) and EtOAc (20 mL) then dried under reduce pressure to give 1-(7-(3,4-dimethoxyphen... The reactants are C(C)N1C2=C(N(C(C3=C1N=CC(=C3)I)=O)C)C=CC=N2 (5,11-dihydro-11-ethyl-8-iodo-5-methyl-6H-dipyrido[3,2-b:2',3'-e][1,4]diazepin-6-one), OC=1C=C(C=CC1)C#C (3-hydroxyphenylacetylene). Solvent: C(C)(=O)OCC.CCOCC (ethyl acetate ether). Product: C(C)N1C2=C(N(C(C3=C1N=CC(=C3)C#CC3=CC(=CC=C3)O)=O)C)C=CC=N2 (5,11-Dihydro-11-ethyl-5-methyl-8-(3-hydroxyphenyl)ethynyl-6H-dipyrido[3,2-b:2',3'-e][1,4]diazepin-6-one), C(C)N1C2=C(N(C(C3=C1N=CC(=C3)CCC3=CC(=CC=C3)O)=O)C)C=CC=N2 (5,11-Dihydro-11-ethyl-5-methyl-8-[2-(3-hydroxyphenyl)ethyl]-6H-dipyrido[3,2-b:2',3'-e][1,4]diazepin-6-one). RXN SMILES: [CH2:1]([N:3]1[C:9]2[N:10]=[CH:11][C:12](I)=[CH:13][C:8]=2[C:7](=[O:15])[N:6]([CH3:16])[C:5]2[CH:17]=[CH:18][CH:19]=[N:20][C:4]1=2)[CH3:2].[OH:21][C:22]1[CH:23]=[C:24]([C:28]#[CH:29])[CH:25]=[CH:26][CH:27]=1>C(OCC)(=O)C.CCOCC>[CH2:1]([N:3]1[C:9]2[N:10]=[CH:11][C:12]([C:29]#[C:28][C:24]3[CH:25]=[CH:26][CH:27]=[C:22]([OH:21])[CH:23]=3)=[CH:13][C:8]=2[C:7](=[O:15])[N:6]([CH3:16])[C:5]2[CH:17]=[CH:18][CH:19]=[N:20][C:4]1=2)[CH3:2].[CH2:1]([N:3]1[C:9]2[N:10]=[CH:11][C:12]([CH2:29][CH2:28][C:24]3[CH:25]=[CH:26][CH:27]=[C:22]([OH:21])[CH:23]=3)=[CH:13][C:8]=2[C:7](=[O:15])[N:6]([CH3:16])[C:5]2[CH:17]=[CH:18][CH:19]=[N:20][C:4]1=2)[CH3:2] |f:2.3|. Reported procedure: 5,11-Dihydro-11-ethyl-5-methyl-8-(3-hydroxyphenyl)ethynyl-6H-dipyrido[3,2-b:2',3'-e][1,4]diazepin-6-one (0.10 g) was prepared by coupling 5,11-dihydro-11-ethyl-8-iodo-5-methyl-6H-dipyrido[3,2-b:2',3'-e][1,4]diazepin-6-one with 3-hydroxyphenylacetylene by a procedure analogous to that described in Example 42a. Hydrogenation as described in Example 42b afforded 7 mg of the title compound, m.p. 177°-179° C. (ethyl acetate/ether).